The task is: describe an organic reaction: reactants, conditions, products, and yield. This data is from the Open Reaction Database (ORD), a public repository of structured organic reaction records. Reactants: CNCC=1OC(=CC1)CSCCNC(=C[N+](=O)[O-])SC (N-methyl-5-[[[2-[(1-methylthio-2-nitroethenyl)amino]ethyl]thio]methyl]-2-furanmethanamine), oxalate salt, NCCCOC=1C=C(C=CC1)CN(C)C (3-(3-aminopropoxy)-N,N-dimethylbenzenemethanamine). Product: CN(C)CC=1C=C(OCCCNC(=C[N+](=O)[O-])NCCSCC=2OC(=CC2)CNC)C=CC1 (N-[3-[3-[(Dimethylamino)methyl]phenoxy]propyl]-N'-[2-[[5-[(methylamino)methyl]-2-furanylmethyl]thio]ethyl]-2-nitro-1,1-ethenediamine), hydrate. RXN SMILES: [CH3:1][NH:2][CH2:3][C:4]1[O:5][C:6]([CH2:9][S:10][CH2:11][CH2:12][NH:13][C:14](SC)=[CH:15][N+:16]([O-:18])=[O:17])=[CH:7][CH:8]=1.[NH2:21][CH2:22][CH2:23][CH2:24][O:25][C:26]1[CH:27]=[C:28]([CH2:32][N:33]([CH3:35])[CH3:34])[CH:29]=[CH:30][CH:31]=1>>[CH3:34][N:33]([CH2:32][C:28]1[CH:27]=[C:26]([CH:31]=[CH:30][CH:29]=1)[O:25][CH2:24][CH2:23][CH2:22][NH:21][C:14]([NH:13][CH2:12][CH2:11][S:10][CH2:9][C:6]1[O:5][C:4]([CH2:3][NH:2][CH3:1])=[CH:8][CH:7]=1)=[CH:15][N+:16]([O-:18])=[O:17])[CH3:35]. Procedure: A mixture of N-methyl-5-[[[2-[(1-methylthio-2-nitroethenyl)amino]ethyl]thio]methyl]-2-furanmethanamine (1.6 g) (prepared from the oxalate salt) and 3-(3-aminopropoxy)-N,N-dimethylbenzenemethanamine (1.15 g) was heated at 98°-100° for 3 hours. The oily product was chromatographed (silica/methanol-0.88 ammonia 79:1) and the appropriate eluate evaporated to dryness to give the title compound as a hydrate as an amber oil (2.12 g).